Dataset: the Open Reaction Database (ORD), a public repository of structured organic reaction records. Task: describe an organic reaction: reactants, conditions, products, and yield Starting materials: C1C=CC2=CC=CC=C12 (indene), [Li]CCCC (BuLi), O (water), C(C)Br (ethyl bromide). Solvent: C1CCOC1 (THF), CCCCCC (hexane). Conditions: temperature -70 celsius. Product: C(C)C1C=CC2=CC=CC=C12 (1-ethylindene). Isolated yield 74.7%. Reaction SMILES: [CH2:1]1[C:9]2[C:4](=[CH:5][CH:6]=[CH:7][CH:8]=2)[CH:3]=[CH:2]1.[Li][CH2:11][CH2:12]CC.C(Br)C.O>C1COCC1.CCCCCC>[CH2:11]([CH:1]1[C:9]2[C:4](=[CH:5][CH:6]=[CH:7][CH:8]=2)[CH:3]=[CH:2]1)[CH3:12]. Procedure details: To a solution of 30 ml (0.26 moles) of indene in 250 ml of THF, 105 ml is added (0.26 moles) of 2.5 M BuLi in hexane, with temperature being kept comprised within the range of from 30° C. to 40° C. The reaction mixture is then cooled down to -70° C. and 19 ml (0.25 moles) of ethyl bromide is added dropwise during approximately 3 hours. The temperature is allowed to rise up to approximately 20-25° C. and then the mixture is hydrolysed with water and extracted with petroleum ether. After washing u... Starting materials: C(C(C)O)Br (Propylene bromohydrin). Run in CC(=O)C (acetone). Reaction conditions: temperature 100 celsius. Yields the product C(C(C)O)Br (propylene bromohydrin), C1C(C)O1 (propylene oxide). Isolated yield 50.0%. Reaction SMILES: [CH2:1]([Br:5])[CH:2]([OH:4])[CH3:3]>CC(C)=O>[CH2:1]([Br:5])[CH:2]([OH:4])[CH3:3].[CH2:1]1[O:4][CH:2]1[CH3:3]. Procedure: Propylene bromohydrin (1.00 ml/hour) and helium (2.0 ml/minute) were passed through a reactor that was packed with 3.0000 gram M1, which was heated to 100° C. Within the first 2 hours, an average propylene bromohydrin conversion of 35%, with 50% propylene oxide average selectivity and 50% acetone selectivity was obtained. In the second hour, only propylene oxide was obtained. Starting materials: C[Si](C)(C)[N-][Si](C)(C)C.[Na+] (sodium bis(trimethylsilyl)amide), O1CCCC1 (tetrahydrofuran), ClC1=NC=NC2=CC(=C(C=C12)OC)OCCCN1CCN(CC1)C (4-chloro-6-methoxy-7-(3-(4-methylpiperazin-1-yl)propoxy)quinazoline), ClC1=C(C2=C(OCO2)C(=C1)C#CCOC)N (5-chloro-7-(3-methoxyprop-1-ynyl)-1,3-benzodioxol-4-amine). The solvent is CN(C)C=O (DMF), [Cl-].[NH4+] (ammonium chloride). Conditions: temperature 0 celsius, time 1.5 hour. Product: COC=1C=C2C(=NC=NC2=CC1OCCCN1CCN(CC1)C)NC1=C(C=C(C=2OCOC21)C#CCOC)Cl (6-methoxy-N-[5-chloro-7-(3-methoxyprop-1-ynyl)-1,3-benzodioxol-4-yl]-7-[3-(4-methylpiperazin-1-yl)propoxy]quinazolin-4-amine). Yield: 65.7%. RXN SMILES: C[Si]([N-][Si](C)(C)C)(C)C.[Na+].O1CCCC1.Cl[C:17]1[C:26]2[C:21](=[CH:22][C:23]([O:29][CH2:30][CH2:31][CH2:32][N:33]3[CH2:38][CH2:37][N:36]([CH3:39])[CH2:35][CH2:34]3)=[C:24]([O:27][CH3:28])[CH:25]=2)[N:20]=[CH:19][N:18]=1.[Cl:40][C:41]1[CH:49]=[C:48]([C:50]#[C:51][CH2:52][O:53][CH3:54])[C:44]2[O:45][CH2:46][O:47][C:43]=2[C:42]=1[NH2:55]>CN(C=O)C.[Cl-].[NH4+]>[CH3:28][O:27][C:24]1[CH:25]=[C:26]2[C:21](=[CH:22][C:23]=1[O:29][CH2:30][CH2:31][CH2:32][N:33]1[CH2:38][CH2:37][N:36]([CH3:39])[CH2:35][CH2:34]1)[N:20]=[CH:19][N:18]=[C:17]2[NH:55][C:42]1[C:43]2[O:47][CH2:46][O:45][C:44]=2[C:48]([C:50]#[C:51][CH2:52][O:53][CH3:54])=[CH:49][C:41]=1[Cl:40] |f:0.1,6.7|. Procedure: A solution of sodium bis(trimethylsilyl)amide (1.33 ml) in tetrahydrofuran (1.0 Mol/L, 1.33 mmol) was added to a solution of 4-chloro-6-methoxy-7-(3-(4-methylpiperazin-1-yl)propoxy)quinazoline (0.212 g) and 5-chloro-7-(3-methoxyprop-1-ynyl)-1,3-benzodioxol-4-amine (0.16 g) in DMF (3 ml) cooled to 0° C. under a nitrogen atmosphere. The reaction mixture was stirred for 1.5 hours. The reaction mixture was diluted with a saturated solution of ammonium chloride and extracted twice with ethyl acetate.... The reactants are C=C(C)C1C(CCCC1)=O (2-(prop-1-en-2-yl)cyclohexanone), C(C)ON=CCCCCC (hexanal O-ethyl oxime), Cl[Sn](Cl)(Cl)Cl (SnCl4). The solvent is ClCCCl (1,2-dichloroethane). Yields the product CON1C(CCCC\C=C(\CC1CCCCC)/C)=O ((E)-1-methoxy-8-methyl-10-pentyl-3,4,5,6,9,10-hexahydroazecin-2(1H)-one). Yield: 58.6%. RXN SMILES: [CH2:1]=[C:2]([CH:4]1[CH2:9][CH2:8][CH2:7][CH2:6][C:5]1=[O:10])[CH3:3].[CH2:11]([O:13][N:14]=[CH:15][CH2:16][CH2:17][CH2:18][CH2:19][CH3:20])C.Cl[Sn](Cl)(Cl)Cl>ClCCCl>[CH3:11][O:13][N:14]1[CH:15]([CH2:16][CH2:17][CH2:18][CH2:19][CH3:20])[CH2:3][C:2]([CH3:1])=[CH:4][CH2:9][CH2:8][CH2:7][CH2:6][C:5]1=[O:10]. Procedure details: Following the general procedure as described in Example 17, 2-(prop-1-en-2-yl)cyclohexanone (0.88 g, 6.38 mmol), hexanal O-ethyl oxime (0.99 g, 7.65 mmol), and SnCl4 (1.66 g, 6.38 mmol) in 1,2-dichloroethane (65 ml) were reacted to give the title product as a colorless liquid (1.00 g, 59% yield). E isomer>98%. Reactants: COC(=O)C1=Cc2cc(Br)ccc2N(CC(C)C)CCC1, O=C([O-])[O-], CCCCOCCOc1ccc(OB(O)O)cc1, CCOC(C)=O, Cc1ccccc1, CCO, [K+], [K+], O. The product is CCCCOCCOc1ccc(-c2ccc3c(c2)C=C(C(=O)OC)CCCN3CC(C)C)cc1. RXN SMILES: [Br:1][c:2]1[cH:3][cH:4][c:5]2[c:6]([cH:21]1)[CH:7]=[C:8]([C:17](=[O:18])[O:19][CH3:20])[CH2:9][CH2:10][CH2:11][N:12]2[CH2:13][CH:14]([CH3:15])[CH3:16].[C:40](=[O:41])([O-:42])[O-:43].[CH2:22]([CH2:23][CH2:24][CH3:25])[O:26][CH2:27][CH2:28][O:29][c:30]1[cH:31][cH:32][c:33]([O:36][B:37]([OH:38])[OH:39])[cH:34][cH:35]1.[CH3:46][CH2:47][O:48][C:49](=[O:50])[CH3:51].[CH3:52][c:53]1[cH:54][cH:55][cH:56][cH:57][cH:58]1.[CH3:59][CH2:60][OH:61].[K+:44].[K+:45].[OH2:62]>>[c:2]1(-[c:33]2[cH:32][cH:31][c:30]([O:29][CH2:28][CH2:27][O:26][CH2:22][CH2:23][CH2:24][CH3:25])[cH:35][cH:34]2)[cH:3][cH:4][c:5]2[c:6]([cH:21]1)[CH:7]=[C:8]([C:17](=[O:18])[O:19][CH3:20])[CH2:9][CH2:10][CH2:11][N:12]2[CH2:13][CH:14]([CH3:15])[CH3:16]. The reactants are CCCC(=O)OC(C)OC(=O)Cl, CCOCC, ClC(Cl)(Cl)Cl, ClC(Cl)Cl, Nc1ccc(Cl)cc1. Yields the product CCCC(=O)OC(C)OC(=O)Nc1ccc(Cl)cc1. Reaction SMILES: [C:1]([O:2][CH:3]([CH3:4])[O:5][C:6]([CH2:7][CH2:8][CH3:9])=[O:10])(=[O:11])[Cl:12].[CH3:30][CH2:31][O:32][CH2:33][CH3:34].[Cl:13][C:14]([Cl:15])([Cl:16])[Cl:17].[Cl:26][CH:27]([Cl:28])[Cl:29].[NH2:18][c:19]1[cH:20][cH:21][c:22]([Cl:23])[cH:24][cH:25]1>>[C:1]([O:2][CH:3]([CH3:4])[O:5][C:6]([CH2:7][CH2:8][CH3:9])=[O:10])(=[O:11])[NH:18][c:19]1[cH:20][cH:21][c:22]([Cl:23])[cH:24][cH:25]1.